This data is from the Open Reaction Database (ORD), a public repository of structured organic reaction records. The task is: describe an organic reaction: reactants, conditions, products, and yield Starting materials: CCOc1ccc(S)cc1, Cc1ccc(-c2nc(Cl)cc(N3CCN(C)CC3)n2)cc1. The product is CCOc1ccc(Sc2cc(N3CCN(C)CC3)nc(-c3ccc(C)cc3)n2)cc1. Reaction SMILES: [CH2:22]([CH3:23])[O:24][c:25]1[cH:26][cH:27][c:28]([SH:31])[cH:29][cH:30]1.[Cl:1][c:2]1[n:3][c:4](-[c:15]2[cH:16][cH:17][c:18]([CH3:21])[cH:19][cH:20]2)[n:5][c:6]([N:8]2[CH2:9][CH2:10][N:11]([CH3:14])[CH2:12][CH2:13]2)[cH:7]1>>[c:2]1([S:31][c:28]2[cH:27][cH:26][c:25]([O:24][CH2:22][CH3:23])[cH:30][cH:29]2)[n:3][c:4](-[c:15]2[cH:16][cH:17][c:18]([CH3:21])[cH:19][cH:20]2)[n:5][c:6]([N:8]2[CH2:9][CH2:10][N:11]([CH3:14])[CH2:12][CH2:13]2)[cH:7]1. The reactants are N1N=NC2=C1C=CC=C2 (benzotriazole), [N+](=O)([O-])[O-].[Ag+] (silver nitrate), [Br-].[K+] (potassium bromide). The solvent is O (water), O (water), O (water). Conditions: temperature 50 celsius, time 2 minute. Yields the product N1N=NC2=C1C=CC=C2.[Ag] (silver benzotriazole). The yield is 1760.9%. As a reaction SMILES: [NH:1]1[C:5]2[CH:6]=[CH:7][CH:8]=[CH:9][C:4]=2[N:3]=[N:2]1.[N+]([O-])([O-])=O.[Ag+:14].[Br-].[K+]>O>[NH:1]1[C:5]2[CH:6]=[CH:7][CH:8]=[CH:9][C:4]=2[N:3]=[N:2]1.[Ag:14] |f:1.2,3.4,6.7|. Procedure: In 1,000 ml of water were dissolved 10 g of gelatin and 6.5 g of benzotriazole and then the solution was stirred at 50° C. A solution of 8.5 g of silver nitrate dissolved in 100 ml of water was added to the foregoing solution over a period of 2 minutes and further a solution of 1.2 g of potassium bromide dissolved in 50 ml of water was added thereto over a period of 2 minutes. By adjsuting the pH of the emulsion thus prepared, excessive salts were precipitated and after removing the salts thus p... Starting materials: CC=1OC(=CC1C(=O)Cl)C (2,5-dimethyl-3-furoyl chloride), NC=1C=C(OC=2C=CC=3N(C2)N=C(N3)NC(=O)C3CC3)C=CC1C (N-[6-(3-amino-4-methylphenoxy)[1,2,4]triazolo[1,5-a]pyridin-2-yl]cyclopropanecarboxamide). Solvent: CN(C(C)=O)C (N,N-dimethylacetamide). The product is C1(CC1)C(=O)NC1=NN2C(C=CC(=C2)OC=2C=CC(=C(C2)NC(=O)C2=C(OC(=C2)C)C)C)=N1 (N-[5-({2-[(cyclopropylcarbonyl)amino][1,2,4]triazolo[1,5-a]pyridin-6-yl}oxy)-2-methylphenyl]-2,5-dimethyl-3-furamide). The yield is 58.9%. As a reaction SMILES: [CH3:1][C:2]1[O:3][C:4]([CH3:10])=[CH:5][C:6]=1[C:7](Cl)=[O:8].[NH2:11][C:12]1[CH:13]=[C:14]([CH:31]=[CH:32][C:33]=1[CH3:34])[O:15][C:16]1[CH:17]=[CH:18][C:19]2[N:20]([N:22]=[C:23]([NH:25][C:26]([CH:28]3[CH2:30][CH2:29]3)=[O:27])[N:24]=2)[CH:21]=1>CN(C)C(=O)C>[CH:28]1([C:26]([NH:25][C:23]2[N:24]=[C:19]3[CH:18]=[CH:17][C:16]([O:15][C:14]4[CH:31]=[CH:32][C:33]([CH3:34])=[C:12]([NH:11][C:7]([C:6]5[CH:5]=[C:4]([CH3:10])[O:3][C:2]=5[CH3:1])=[O:8])[CH:13]=4)=[CH:21][N:20]3[N:22]=2)=[O:27])[CH2:29][CH2:30]1. Procedure: In the same manner as in Example 58 and using 2,5-dimethyl-3-furoyl chloride (84.0 μL, 0.630 mmol), N,N-dimethylacetamide (5 mL) and N-[6-(3-amino-4-methylphenoxy)[1,2,4]triazolo[1,5-a]pyridin-2-yl]cyclopropanecarboxamide (185 mg, 0.572 mmol) as starting materials, the title compound (150 mg, 56%) was obtained as a white solid. The reactants are ClCCSCC1=CNC2=CC=C(C=C12)C(=O)OC (methyl 3-(4-chloro-2-thiabutyl)-indole-5-carboxylate), SCCO (2-mercaptoethanol), BrCCSCC1=CNC2=CC=C(C=C12)C(=O)OC (methyl 3-(4-bromo-2-thiabutyl)-indole-5-carboxylate), methyl gramine-5-carboxylate. Yields the product OCCSCC1=CNC2=CC=C(C=C12)C(=O)OC (methyl 3-(4-hydroxy-2-thiabutyl)-indole-5-carboxylate). RXN SMILES: Cl[CH2:2][CH2:3][S:4][CH2:5][C:6]1[C:14]2[C:9](=[CH:10][CH:11]=[C:12]([C:15]([O:17][CH3:18])=[O:16])[CH:13]=2)[NH:8][CH:7]=1.BrCCSCC1C2C(=CC=C(C(OC)=[O:34])C=2)NC=1.SCCO>>[OH:34][CH2:2][CH2:3][S:4][CH2:5][C:6]1[C:14]2[C:9](=[CH:10][CH:11]=[C:12]([C:15]([O:17][CH3:18])=[O:16])[CH:13]=2)[NH:8][CH:7]=1. Reported procedure: A solution of 28.4 g of methyl 3-(4-chloro-2-thiabutyl)-indole-5-carboxylate [or 32.8 g of methyl 3-(4-bromo-2-thiabutyl)-indole-5-carboxylate; obtainable by reacting methyl gramine-5-carboxylate with 2-mercaptoethanol to give methyl 3-(4-hydroxy-2-thiabutyl)-indole-5-carboxylate and subsequently reacting the latter with SOCl2 or PBr3 ] and 16 g of 4-phenyl-1,2,3,6-tetrahydropyridine in 100 ml of acetonitrile is stirred for 12 hours at 20° and is worked up in the customary manner to give methyl ... The reactants are C1CCOC1, CNC, C=CS(=O)(=O)N1CCC(c2nc(N3CCOCC3)nc(-n3c(C(F)F)nc4c(OC)cccc43)n2)CC1. Yields the product COc1cccc2c1nc(C(F)F)n2-c1nc(C2CCN(S(=O)(=O)CCN(C)C)CC2)nc(N2CCOCC2)n1. RXN SMILES: [CH2:41]1[O:42][CH2:43][CH2:44][CH2:45]1.[CH3:38][NH:39][CH3:40].[F:1][CH:2]([c:3]1[n:4][c:5]2[c:6]([n:7]1-[c:8]1[n:9][c:10]([CH:20]3[CH2:21][CH2:22][N:23]([S:26](=[O:27])(=[O:28])[CH:29]=[CH2:30])[CH2:24][CH2:25]3)[n:11][c:12]([N:14]3[CH2:15][CH2:16][O:17][CH2:18][CH2:19]3)[n:13]1)[cH:31][cH:32][cH:33][c:34]2[O:35][CH3:36])[F:37]>>[F:1][CH:2]([c:3]1[n:4][c:5]2[c:6]([n:7]1-[c:8]1[n:9][c:10]([CH:20]3[CH2:21][CH2:22][N:23]([S:26](=[O:27])(=[O:28])[CH2:29][CH2:30][N:39]([CH3:38])[CH3:40])[CH2:24][CH2:25]3)[n:11][c:12]([N:14]3[CH2:15][CH2:16][O:17][CH2:18][CH2:19]3)[n:13]1)[cH:31][cH:32][cH:33][c:34]2[O:35][CH3:36])[F:37]. Reactants: CCO, COC(=O)c1cccc(CC#N)c1, Cl. Product: COC(=O)c1cccc(CCN)c1. Reaction SMILES: [CH3:15][CH2:16][OH:17].[CH3:1][O:2][C:3]([c:4]1[cH:5][c:6]([CH2:10][C:11]#[N:12])[cH:7][cH:8][cH:9]1)=[O:13].[ClH:14]>>[CH3:1][O:2][C:3]([c:4]1[cH:5][c:6]([CH2:10][CH2:11][NH2:12])[cH:7][cH:8][cH:9]1)=[O:13]. Reactants: FC=1C=C(C=C(C1)F)Br (3,5-difluoro-bromobenzene), C(=O)OCC (ethyl formate), FC=1C=C(C=C(C1)F)Br (3,5-difluoro-bromobenzene), II (iodine), [Mg] (magnesium). The solvent is CCOCC (ether), CCOCC (ether). Run at time 21 hour. Product: FC=1C=C(C=C(C1)F)C(O)C1=CC(=CC(=C1)F)F (bis-(3,5-difluoro-phenyl)-methanol). Reaction SMILES: [Mg].[F:2][C:3]1[CH:4]=[C:5](Br)[CH:6]=[C:7]([F:9])[CH:8]=1.II.C([O:15][CH2:16][CH3:17])=O>CCOCC>[F:2][C:3]1[CH:4]=[C:5]([CH:16]([C:17]2[CH:4]=[C:3]([F:2])[CH:8]=[C:7]([F:9])[CH:6]=2)[OH:15])[CH:6]=[C:7]([F:9])[CH:8]=1. Procedure details: A mixture of 486 mg magnesium, 8 mL dry ether, a small amount of 3,5-difluoro-bromobenzene and some iodine was warmed to start the Grignard reaction. 2.38 mL 3,5-difluoro-bromobenzene in 40 mL dry ether were added dropwise and the mixture refluxed for one hour. 0.81 mL ethyl formate was added and the mixture stirred for 21 hours at room temperature. The reaction was quenched with 7 mL 1N hydrochloric acid, diluted with ethyl acetate and washed with water and brine. Evaporation of the solvents an...